This data is from the Open Reaction Database (ORD), a public repository of structured organic reaction records. The task is: describe an organic reaction: reactants, conditions, products, and yield The product is COC(=O)c1cccc(NC(N)=S)c1. The reactants are Clc1ccccc1, [K+], COC(=O)c1cccc(N)c1, C1COCCOCCOCCOCCOCCO1, N#C[S-], O=S(=O)(O)O. Reaction SMILES: [Cl:39][c:40]1[cH:41][cH:42][cH:43][cH:44][cH:45]1.[K+:17].[NH2:6][c:7]1[cH:8][c:9]([C:10](=[O:11])[O:12][CH3:13])[cH:14][cH:15][cH:16]1.[O:21]1[CH2:22][CH2:23][O:24][CH2:25][CH2:26][O:27][CH2:28][CH2:29][O:30][CH2:31][CH2:32][O:33][CH2:34][CH2:35][O:36][CH2:37][CH2:38]1.[S-:18][C:19]#[N:20].[S:1](=[O:2])(=[O:3])([OH:4])[OH:5]>>[NH:6]([c:7]1[cH:8][c:9]([C:10](=[O:11])[O:12][CH3:13])[cH:14][cH:15][cH:16]1)[C:19](=[S:18])[NH2:20]. The reactants are C1=CCCCC1, C1CCOC1, CC(C)Oc1ccc(C(=O)n2nc(Nc3ccc(OCc4ccccc4)cc3)nc2N)cc1. Product: CC(C)Oc1ccc(C(=O)n2nc(Nc3ccc(O)cc3)nc2N)cc1. RXN SMILES: [CH2:34]1[CH2:35][CH:36]=[CH:37][CH2:38][CH2:39]1.[CH2:40]1[O:41][CH2:42][CH2:43][CH2:44]1.[NH2:1][c:2]1[n:3][c:4]([NH:19][c:20]2[cH:21][cH:22][c:23]([O:26][CH2:27][c:28]3[cH:29][cH:30][cH:31][cH:32][cH:33]3)[cH:24][cH:25]2)[n:5][n:6]1[C:7](=[O:8])[c:9]1[cH:10][cH:11][c:12]([O:15][CH:16]([CH3:17])[CH3:18])[cH:13][cH:14]1>>[NH2:1][c:2]1[n:3][c:4]([NH:19][c:20]2[cH:21][cH:22][c:23]([OH:26])[cH:24][cH:25]2)[n:5][n:6]1[C:7](=[O:8])[c:9]1[cH:10][cH:11][c:12]([O:15][CH:16]([CH3:17])[CH3:18])[cH:13][cH:14]1. The reactants are title compounds, C(=O)([O-])[O-].[Na+].[Na+] (Na2CO3), [N+](=O)([O-])C1=CC=C(C=C1)B(O)O (4-nitrophenylboronic acid), FC(S(=O)(=O)OC=1CCN(C1)C(=O)OC(C)(C)C)(F)F (tert-butyl 4-(((trifluoromethyl)sulfonyl)oxy)-2,3-dihydro-1H-pyrrole-1-carboxylate), [Li+].[Cl-] (LiCl). The reagents and catalysts are C=1C=CC(=CC1)[P](C=2C=CC=CC2)(C=3C=CC=CC3)[Pd]([P](C=4C=CC=CC4)(C=5C=CC=CC5)C=6C=CC=CC6)([P](C=7C=CC=CC7)(C=8C=CC=CC8)C=9C=CC=CC9)[P](C=1C=CC=CC1)(C=1C=CC=CC1)C=1C=CC=CC1 (Pd(PPh3)4). Solvent: CCOC(=O)C (EtOAc), O1CCOCC1 (1,4-dioxane). Conditions: temperature 85 celsius, time 4 hour. Product: [N+](=O)([O-])C1=CC=C(C=C1)C=1CCN(C1)C(=O)OC(C)(C)C (tert-Butyl 4-(4-nitrophenyl)-2,3-dihydro-1H-pyrrole-1-carboxylate). Reaction SMILES: C([O-])([O-])=O.[Na+].[Na+].[N+:7]([C:10]1[CH:15]=[CH:14][C:13](B(O)O)=[CH:12][CH:11]=1)([O-:9])=[O:8].FC(F)(F)S(O[C:25]1[CH2:26][CH2:27][N:28]([C:30]([O:32][C:33]([CH3:36])([CH3:35])[CH3:34])=[O:31])[CH:29]=1)(=O)=O.[Li+].[Cl-]>O1CCOCC1.CCOC(C)=O.C1C=CC([P]([Pd]([P](C2C=CC=CC=2)(C2C=CC=CC=2)C2C=CC=CC=2)([P](C2C=CC=CC=2)(C2C=CC=CC=2)C2C=CC=CC=2)[P](C2C=CC=CC=2)(C2C=CC=CC=2)C2C=CC=CC=2)(C2C=CC=CC=2)C2C=CC=CC=2)=CC=1>[N+:7]([C:10]1[CH:15]=[CH:14][C:13]([C:26]2[CH2:25][CH2:29][N:28]([C:30]([O:32][C:33]([CH3:36])([CH3:35])[CH3:34])=[O:31])[CH:27]=2)=[CH:12][CH:11]=1)([O-:9])=[O:8] |f:0.1.2,5.6,^1:56,58,77,96|. Procedure details: A solution of 2 M aqueous Na2CO3 (5.70 mL, 9.09 mmol) was added to a degassed mixture of 4-nitrophenylboronic acid (0.909 g, 1.52 mmol, 1.2 eq), tert-butyl 4-(((trifluoromethyl)sulfonyl)oxy)-2,3-dihydro-1H-pyrrole-1-carboxylate (I134 and I135) (1.44 g, 4.54 mmol), LiCl (0.385 g, 9.08 mmol) and Pd(PPh3)4 (1.57 g, 1.36 mmol) in 1,4-dioxane (10 mL). The reaction mixture was stirred at 80-90° C. for 4 hours. The resulting mixture was dissolved in EtOAc (70 mL) and the organic layer was washed with H... Reactants: ON=C(C(=O)OCC)C(=O)C1=CC=CC=C1 (Ethyl 2-hydroxyimino-3-phenyl-3-oxopropionate), [N+](=O)([O-])C1=CC=C(CN)C=C1 (4-nitrobenzylamine). Yields the product [N+](=O)([O-])C1=CC=C(C=C1)C=1NC(=C(N1)C(=O)OCC)C1=CC=CC=C1 (ethyl 2-(4-nitrophenyl)-5-phenylimidazole-4-carboxylate). Yield: 34.9%. Reaction SMILES: O[N:2]=[C:3]([C:9]([C:11]1[CH:16]=[CH:15][CH:14]=[CH:13][CH:12]=1)=O)[C:4]([O:6][CH2:7][CH3:8])=[O:5].[N+:17]([C:20]1[CH:27]=[CH:26][C:23]([CH2:24][NH2:25])=[CH:22][CH:21]=1)([O-:19])=[O:18]>>[N+:17]([C:20]1[CH:21]=[CH:22][C:23]([C:24]2[NH:25][C:9]([C:11]3[CH:16]=[CH:15][CH:14]=[CH:13][CH:12]=3)=[C:3]([C:4]([O:6][CH2:7][CH3:8])=[O:5])[N:2]=2)=[CH:26][CH:27]=1)([O-:19])=[O:18]. Procedure details: Ethyl 2-hydroxyimino-3-phenyl-3-oxopropionate (36.1 g) and 4-nitrobenzylamine (27.9 g) were reacted and treated in the same manner as in Starting Material Synthetic Example 1 to give ethyl 2-(4-nitrophenyl)-5-phenylimidazole-4-carboxylate (19.2 g). 18.0 g therefrom was dissolved in ethyl alcohol. 1 M Sodium hydroxide solution was added and the mixture was reacted and treated in the same manner as in Starting Material Synthetic Example 2 to give 2-(4-nitrophenyl)-5-phenylimidazole-4-carboxylic ac... Starting materials: CC(C)OC(=O)/N=N/C(=O)OC(C)C (Diisopropylazodicarboxylate), CC(C)OC(=O)/N=N/C(=O)OC(C)C (diisopropylazodicarboxylate), ClC=1C=C(CNCCO)C=CC1Cl (2-[(3,4-dichlorobenzyl)amino]ethanol), O1[C@H](C1)CN1C(C2=CC=CC=C2C1=O)=O ((S)-2-(oxiran-2-ylmethyl)-1H-isoindole-1,3(2H)-dione), C1(=CC=CC=C1)P(C1=CC=CC=C1)C1=CC=CC=C1 (Triphenyl phosphine). Reagents/catalysts: C1(=CC=CC=C1)P(C1=CC=CC=C1)C1=CC=CC=C1 (triphenylphosphine). Run in O1CCCC1 (tetrahydrofuran), O1CCCC1 (tetrahydrofuran). Conditions: time 2.25 hour. The product is ClC=1C=C(CN2C[C@@H](OCC2)CN2C(C3=CC=CC=C3C2=O)=O)C=CC1Cl (2-{[(2R)-4-(3,4-dichlorobenzyl)morpholin-2-yl]methyl}-1H-isoindole-1,3(2H)-dione). Yield: 69.9%. RXN SMILES: [Cl:1][C:2]1[CH:3]=[C:4]([CH:10]=[CH:11][C:12]=1[Cl:13])[CH2:5][NH:6][CH2:7][CH2:8][OH:9].O1C[C@@H]1[CH2:17][N:18]1[C:26](=[O:27])[C:25]2[C:20](=[CH:21][CH:22]=[CH:23][CH:24]=2)[C:19]1=[O:28].[C:29]1(P(C2C=CC=CC=2)C2C=CC=CC=2)C=CC=C[CH:30]=1.CC(OC(/N=N/C(OC(C)C)=O)=O)C>O1CCCC1.C1(P(C2C=CC=CC=2)C2C=CC=CC=2)C=CC=CC=1>[Cl:1][C:2]1[CH:3]=[C:4]([CH:10]=[CH:11][C:12]=1[Cl:13])[CH2:5][N:6]1[CH2:30][CH2:29][O:9][C@@H:8]([CH2:17][N:18]2[C:26](=[O:27])[C:25]3[C:20](=[CH:21][CH:22]=[CH:23][CH:24]=3)[C:19]2=[O:28])[CH2:7]1. Reported procedure: A mixture of 2-[(3,4-dichlorobenzyl)amino]ethanol (2.038 g) and (S)-2-(oxiran-2-ylmethyl)-1H-isoindole-1,3(2H)-dione (2.032 g) in tetrahydrofuran (3.3 ml) was stirred and heated at reflux under nitrogen. After 21.5 h more tetrahydrofuran (12.5 ml) was added and the mixture was cooled to 3°. Triphenyl phosphine (2.793 g) was added and the mixture was stirred until all the solid had dissolved. Diisopropylazodicarboxylate (2.1 ml) was then added over 12 min maintaining the temperature at <7°. After... Starting materials: CC(C(=O)c1ccc(Br)cc1)n1ncn(-c2ccc(N3CCN(c4ccc(O)cc4)CC3)cc2)c1=O, CC(C)(C)[Si](C)(C)Cl, ClCCl, c1ccncc1. Yields the product CC(C(=O)c1ccc(Br)cc1)n1ncn(-c2ccc(N3CCN(c4ccc(O[Si](C)(C)C(C)(C)C)cc4)CC3)cc2)c1=O. Reaction SMILES: [Br:9][c:10]1[cH:11][cH:12][c:13]([C:14](=[O:15])[CH:16]([CH3:17])[n:18]2[n:19][cH:20][n:21](-[c:24]3[cH:25][cH:26][c:27]([N:30]4[CH2:31][CH2:32][N:33]([c:36]5[cH:37][cH:38][c:39]([OH:42])[cH:40][cH:41]5)[CH2:34][CH2:35]4)[cH:28][cH:29]3)[c:22]2=[O:23])[cH:43][cH:44]1.[Cl:1][Si:2]([C:3]([CH3:4])([CH3:5])[CH3:6])([CH3:7])[CH3:8].[Cl:45][CH2:46][Cl:47].[cH:48]1[cH:49][cH:50][n:51][cH:52][cH:53]1>>[Si:2]([C:3]([CH3:4])([CH3:5])[CH3:6])([CH3:7])([CH3:8])[O:42][c:39]1[cH:38][cH:37][c:36]([N:33]2[CH2:32][CH2:31][N:30]([c:27]3[cH:26][cH:25][c:24](-[n:21]4[cH:20][n:19][n:18]([CH:16]([C:14]([c:13]5[cH:12][cH:11][c:10]([Br:9])[cH:44][cH:43]5)=[O:15])[CH3:17])[c:22]4=[O:23])[cH:29][cH:28]3)[CH2:35][CH2:34]2)[cH:41][cH:40]1. The reactants are [Si](OC)(OC)(OC)OC (tetramethyl orthosilicate), C(C)O (ethanol). The product is [Si](OC)(OC)(OC)OC.C(C)O (TMOS ethanol). As a reaction SMILES: [Si:1]([O:8][CH3:9])([O:6][CH3:7])([O:4][CH3:5])[O:2][CH3:3].[CH2:10]([OH:12])[CH3:11]>>[Si:1]([O:8][CH3:9])([O:6][CH3:7])([O:4][CH3:5])[O:2][CH3:3].[CH2:10]([OH:12])[CH3:11] |f:2.3|. Procedure details: TMOS-ethanol solution was prepared by dissolving tetramethyl orthosilicate (TMOS, 98%) in ethanol (99.9%) (TMOS:ethanol=1:10.2, molar ratio). The reactants are CC(C)(NC(=O)c1cccnc1Br)c1ccccc1, C1CCOC1, CN(C)C=O, O. Yields the product CC(C)(c1ccccc1)N1C(=O)c2c(ccnc2Br)C1O. As a reaction SMILES: [Br:1][c:2]1[c:3]([C:4](=[O:5])[NH:6][C:7]([CH3:8])([c:9]2[cH:10][cH:11][cH:12][cH:13][cH:14]2)[CH3:15])[cH:16][cH:17][cH:18][n:19]1.[CH2:26]1[O:27][CH2:28][CH2:29][CH2:30]1.[O:20]=[CH:21][N:22]([CH3:23])[CH3:24].[OH2:25]>>[Br:1][c:2]1[c:3]2[c:16]([cH:17][cH:18][n:19]1)[CH:21]([OH:20])[N:6]([C:7]([CH3:8])([c:9]1[cH:10][cH:11][cH:12][cH:13][cH:14]1)[CH3:15])[C:4]2=[O:5]. Starting materials: O=c1[nH]ccc2c3[nH]c(-c4ccccc4Cl)nc3c3ccc(Br)cc3c12, O=C([O-])[O-], Cn1cc(B2OC(C)(C)C(C)(C)O2)cn1, CCOC(C)=O, [Cl-], [Li+], [Na+], [Na+], CN(C)C=O, c1ccc(P(c2ccccc2)(c2ccccc2)[Pd](P(c2ccccc2)(c2ccccc2)c2ccccc2)(P(c2ccccc2)(c2ccccc2)c2ccccc2)P(c2ccccc2)(c2ccccc2)c2ccccc2)cc1. Yields the product Cn1cc(-c2ccc3c(c2)c2c(=O)[nH]ccc2c2[nH]c(-c4ccccc4Cl)nc32)cn1. RXN SMILES: [Br:1][c:2]1[cH:3][c:4]2[c:5]([c:6]3[c:7]([c:8]4[cH:9][cH:10][nH:11][c:12](=[O:14])[c:13]24)[nH:15][c:16](-[c:18]2[c:19]([Cl:24])[cH:20][cH:21][cH:22][cH:23]2)[n:17]3)[cH:25][cH:26]1.[C:55](=[O:56])([O-:57])[O-:58].[CH3:29][n:30]1[n:31][cH:32][c:33]([B:35]2[O:36][C:37]([CH3:38])([CH3:39])[C:40]([CH3:41])([CH3:42])[O:43]2)[cH:34]1.[CH3:49][CH2:50][O:51][C:52](=[O:53])[CH3:54].[Cl-:28].[Li+:27].[Na+:59].[Na+:60].[O:44]=[CH:45][N:46]([CH3:47])[CH3:48].[cH:61]1[cH:62][cH:63][c:64]([P:65]([Pd:66]([P:67]([c:68]2[cH:69][cH:70][cH:71][cH:72][cH:73]2)([c:74]2[cH:75][cH:76][cH:77][cH:78][cH:79]2)[c:80]2[cH:81][cH:82][cH:83][cH:84][cH:85]2)([P:86]([c:87]2[cH:88][cH:89][cH:90][cH:91][cH:92]2)([c:93]2[cH:94][cH:95][cH:96][cH:97][cH:98]2)[c:99]2[cH:100][cH:101][cH:102][cH:103][cH:104]2)[P:105]([c:106]2[cH:107][cH:108][cH:109][cH:110][cH:111]2)([c:112]2[cH:113][cH:114][cH:115][cH:116][cH:117]2)[c:118]2[cH:119][cH:120][cH:121][cH:122][cH:123]2)([c:124]2[cH:125][cH:126][cH:127][cH:128][cH:129]2)[c:130]2[cH:131][cH:132][cH:133][cH:134][cH:135]2)[cH:136][cH:137]1>>[c:2]1(-[c:33]2[cH:32][n:31][n:30]([CH3:29])[cH:34]2)[cH:3][c:4]2[c:5]([c:6]3[c:7]([c:8]4[cH:9][cH:10][nH:11][c:12](=[O:14])[c:13]24)[nH:15][c:16](-[c:18]2[c:19]([Cl:24])[cH:20][cH:21][cH:22][cH:23]2)[n:17]3)[cH:25][cH:26]1. Starting materials: C1CCOC1, CN([SiH](C)C)[Si](C)(C)C, C[Si](C)(C)Cl, OCCc1c[nH]c2ccccc12. Product: C[Si](C)(C)O[Si](C)(C)C. RXN SMILES: [CH2:27]1[O:28][CH2:29][CH2:30][CH2:31]1.[CH3:13][SiH:14]([CH3:15])[N:20]([Si:16]([CH3:17])([CH3:18])[CH3:19])[CH3:21].[Cl:22][Si:23]([CH3:24])([CH3:25])[CH3:26].[OH:1][CH2:2][CH2:3][c:4]1[c:5]2[c:6]([cH:7][cH:8][cH:9][cH:10]2)[nH:11][cH:12]1>>[O:1]([Si:16]([CH3:17])([CH3:18])[CH3:19])[Si:23]([CH3:24])([CH3:25])[CH3:26].